This data is from the Open Reaction Database (ORD), a public repository of structured organic reaction records. The task is: describe an organic reaction: reactants, conditions, products, and yield Reactants: FC1=C(C(=O)NC=2C=CC3=C(CCCC=C3C3=CC=C(C=C3)N)C2)C(=CC=C1)F (2,6-Difluoro-N-[5-(4-amino-phenyl)-8,9-dihydro-7H-benzocyclohepten-2-yl]-benzamide), FC1=C(C(=O)NC=2C=CC3=C(CCCC=C3C3=CC=C(C=C3)N)C2)C(=CC=C1)F (2,6-Difluoro-N-[5-(4-amino-phenyl)-8,9-dihydro-7H-benzocyclohepten-2-yl]-benzamide), C(C)(=O)Cl (acetyl chloride), C(C)(=O)OC(C)=O (acetic anhydride), N1=CC=CC=C1 (pyridine). Run in C(C)N(CC)CC (triethyl amine). The product is FC1=C(C(=O)NC=2C=CC3=C(CCCC=C3C3=CC=C(C=C3)NC(C)=O)C2)C(=CC=C1)F (2,6-Difluoro-N-[5-(4-acetylamino-phenyl)-8,9-dihydro-7H-benzocyclohepten-2-yl]-benzamide). Reaction SMILES: [F:1][C:2]1[CH:28]=[CH:27][CH:26]=[C:25]([F:29])[C:3]=1[C:4]([NH:6][C:7]1[CH:8]=[CH:9][C:10]2[C:16]([C:17]3[CH:22]=[CH:21][C:20]([NH2:23])=[CH:19][CH:18]=3)=[CH:15][CH2:14][CH2:13][CH2:12][C:11]=2[CH:24]=1)=[O:5].[C:30](OC(=O)C)(=[O:32])[CH3:31].N1C=CC=CC=1.C(Cl)(=O)C>C(N(CC)CC)C>[F:1][C:2]1[CH:28]=[CH:27][CH:26]=[C:25]([F:29])[C:3]=1[C:4]([NH:6][C:7]1[CH:8]=[CH:9][C:10]2[C:16]([C:17]3[CH:22]=[CH:21][C:20]([NH:23][C:30](=[O:32])[CH3:31])=[CH:19][CH:18]=3)=[CH:15][CH2:14][CH2:13][CH2:12][C:11]=2[CH:24]=1)=[O:5]. Reported procedure: Compound 9 was prepared by reacting Compound 8 with acetic anhydride in the presence of pyridine or by reacting Compound 8 with acetyl chloride in the presence of triethyl amine. Reactants: O=C([O-])[O-], CS(C)=O, CCOC(C)=O, CCOCCn1nc(CC)c2nc(Cl)nc(Nc3cc(C)ccn3)c21, [Cs+], [Cs+], O=C(O)C1CCNCC1, O. Yields the product CCOCCn1nc(CC)c2nc(N3CCC(C(=O)O)CC3)nc(Nc3cc(C)ccn3)c21. Reaction SMILES: [C:35](=[O:36])([O-:37])[O-:38].[CH3:41][S:42]([CH3:43])=[O:44].[CH3:45][CH2:46][O:47][C:48](=[O:49])[CH3:50].[Cl:1][c:2]1[n:3][c:4]([NH:18][c:19]2[n:20][cH:21][cH:22][c:23]([CH3:25])[cH:24]2)[c:5]2[c:6]([n:7]1)[c:8]([CH2:16][CH3:17])[n:9][n:10]2[CH2:11][CH2:12][O:13][CH2:14][CH3:15].[Cs+:39].[Cs+:40].[NH:26]1[CH2:27][CH2:28][CH:29]([C:30](=[O:31])[OH:32])[CH2:33][CH2:34]1.[OH2:51]>>[c:2]1([N:26]2[CH2:27][CH2:28][CH:29]([C:30](=[O:31])[OH:32])[CH2:33][CH2:34]2)[n:3][c:4]([NH:18][c:19]2[n:20][cH:21][cH:22][c:23]([CH3:25])[cH:24]2)[c:5]2[c:6]([n:7]1)[c:8]([CH2:16][CH3:17])[n:9][n:10]2[CH2:11][CH2:12][O:13][CH2:14][CH3:15]. Reactants: [Si](C)(C)(C(C)(C)C)OC[C@@H](C1=CC=CC=C1)NC(C1=CC(=CC=C1)I)=S (N-(1-tert-butyldimethylsilyloxy-2(R)-phenylethan-2-yl)-3-iodobenzthiamide), [F-].C(CCC)[N+](CCCC)(CCCC)CCCC (tetrabutyl-ammonium fluoride). Run in C1CCOC1 (THF). Reaction conditions: time 4 hour. Yields the product IC=1C=C(C=CC1)C=1SC[C@H](N1)C1=CC=CC=C1 (4,5-dihydro-2-(3-iodophenyl)-4(R)-phenylthiazole). The yield is 42.1%. Reaction SMILES: [Si](O[CH2:9][C@H:10]([NH:17][C:18](=[S:26])[C:19]1[CH:24]=[CH:23][CH:22]=[C:21]([I:25])[CH:20]=1)[C:11]1[CH:16]=[CH:15][CH:14]=[CH:13][CH:12]=1)(C(C)(C)C)(C)C.[F-].C([N+](CCCC)(CCCC)CCCC)CCC>C1COCC1>[I:25][C:21]1[CH:20]=[C:19]([C:18]2[S:26][CH2:9][C@@H:10]([C:11]3[CH:16]=[CH:15][CH:14]=[CH:13][CH:12]=3)[N:17]=2)[CH:24]=[CH:23][CH:22]=1 |f:1.2|. Reported procedure: To a solution of N-(1-tert-butyldimethylsilyloxy-2(R)-phenylethan-2-yl)-3-iodobenzthiamide (8.1 g, 16 mmol) in THF (70 ml) was added dropwise tetrabutyl-ammonium fluoride (1M in THF, 21 ml). The reaction mixture was stirred at room temperature for 4 hours, solvent removed by evaporation and the resulting residue was purified by column chromatography on silica gel eluting with ethyl acetate/n-hexane (=1:7) to afford 4,5-dihydro-2-(3-iodophenyl)-4(R)-phenylthiazole (2.46 g, 41%). The reactants are C(C)N1N=CC=2C1=NC(=C(C2NC2CCOCC2)CNC(=O)C2=CC=C(C=C2)C(=O)NCC=2C=C(C=CC2)C2=CC(=CC=C2)CN2CCN(CC2)C(=O)OC(C)(C)C)CC (1,1-dimethylethyl 4-[(3′-{[({4-[({[1,6-diethyl-4-(tetrahydro-2H-pyran-4-ylamino)-1H-pyrazolo[3,4-b]pyridin-5-yl]methyl}amino)carbonyl]phenyl}carbonyl)-amino]methyl}-3-biphenylyl)methyl]-1-piperazinecarboxylate), C(=O)(C(F)(F)F)O (TFA). Solvent: C(C)#N (acetonitrile), O (H2O). The product is C(C)N1N=CC=2C1=NC(=C(C2NC2CCOCC2)CNC(=O)C2=CC=C(C=C2)C(=O)NCC=2C=C(C=CC2)C2=CC(=CC=C2)CN2CCNCC2)CC (N-{[1,6-Diethyl-4-(tetrahydro-2H-pyran-4-ylamino)-1H-pyrazolo[3,4-b]pyridin-5-yl]methyl}-N′-{[3′-(1-piperazinylmethyl)-3-biphenylyl]methyl}-1,4-benzenedicarboxamide). The yield is 52.5%. RXN SMILES: [CH2:1]([N:3]1[C:7]2=[N:8][C:9]([CH2:59][CH3:60])=[C:10]([CH2:19][NH:20][C:21]([C:23]3[CH:28]=[CH:27][C:26]([C:29]([NH:31][CH2:32][C:33]4[CH:34]=[C:35]([C:39]5[CH:44]=[CH:43][CH:42]=[C:41]([CH2:45][N:46]6[CH2:51][CH2:50][N:49](C(OC(C)(C)C)=O)[CH2:48][CH2:47]6)[CH:40]=5)[CH:36]=[CH:37][CH:38]=4)=[O:30])=[CH:25][CH:24]=3)=[O:22])[C:11]([NH:12][CH:13]3[CH2:18][CH2:17][O:16][CH2:15][CH2:14]3)=[C:6]2[CH:5]=[N:4]1)[CH3:2].C(O)(C(F)(F)F)=O>C(#N)C.O>[CH2:1]([N:3]1[C:7]2=[N:8][C:9]([CH2:59][CH3:60])=[C:10]([CH2:19][NH:20][C:21]([C:23]3[CH:28]=[CH:27][C:26]([C:29]([NH:31][CH2:32][C:33]4[CH:34]=[C:35]([C:39]5[CH:44]=[CH:43][CH:42]=[C:41]([CH2:45][N:46]6[CH2:47][CH2:48][NH:49][CH2:50][CH2:51]6)[CH:40]=5)[CH:36]=[CH:37][CH:38]=4)=[O:30])=[CH:25][CH:24]=3)=[O:22])[C:11]([NH:12][CH:13]3[CH2:14][CH2:15][O:16][CH2:17][CH2:18]3)=[C:6]2[CH:5]=[N:4]1)[CH3:2]. Procedure: To a solution of 1,1-dimethylethyl 4-[(3′-{[({4-[({[1,6-diethyl-4-(tetrahydro-2H-pyran-4-ylamino)-1H-pyrazolo[3,4-b]pyridin-5-yl]methyl}amino)carbonyl]phenyl}carbonyl)-amino]methyl}-3-biphenylyl)methyl]-1-piperazinecarboxylate (0.130 g, 0.16 mmol) in acetonitrile (7.2 mL) and H2O (4800 μL) was added TFA (100 μL, 0.160 mmol). The resultant mixture was applied to a GeneVac EZ-2 evaporator at 45° C. for 8 h. The mixture was further purified using a Gilson HPLC (with 0.1% TFA) and the product-contai... Reactants: CC1C(C1)C(CC#N)=O (3-(2-methylcyclopropyl)-3-oxopropanenitrile), O.NN (hydrazine hydrate). Run in C(C)O (ethanol). Yields the product C[C@H]1[C@@H](C1)C1=CC(=NN1)N (trans 5-(−2-methylcyclopropyl)-1H-pyrazol-3-amine). The yield is 79.0%. Reaction SMILES: [CH3:1][CH:2]1[CH2:4][CH:3]1[C:5](=O)[CH2:6][C:7]#[N:8].O.[NH2:11][NH2:12]>C(O)C>[CH3:1][C@@H:2]1[CH2:4][C@H:3]1[C:5]1[NH:12][N:11]=[C:7]([NH2:8])[CH:6]=1 |f:1.2|. Reported procedure: The crude 3-(2-methylcyclopropyl)-3-oxopropanenitrile was dissolved in ethanol (50 mL) and hydrazine hydrate (0.83 mL, 17 mmol) was added. The solution was maintained at reflux for 10 hours and then the solvent evaporated under vacuum. The residue was redissolved in methylene chloride and washed several times with brine. The organic layer was dried over anhydrous sodium sulfate and the solvent evaporated to give compound trans 5-(−2-methylcyclopropyl)-1H-pyrazol-3-amine (1 g, 79%, three step).